From a dataset of the Open Reaction Database (ORD), a public repository of structured organic reaction records. describe an organic reaction: reactants, conditions, products, and yield Starting materials: [H-].[Al+3].[Li+].[H-].[H-].[H-] (lithium aluminum hydride), [OH-].[Na+] (sodium hydroxide), ClC=1C=CC2=C(C(C3=C(C=C2)C=CC=C3)CCCNC(C)=O)C1 (3-Chloro-5-(3-acetamidopropyl)-5H-dibenzo[a,d]cycloheptene), [H-] (hydride). Solvent: CCOCC (ether), O (water), CCOCC (ether). Run at time 2 hour. Product: ClC=1C=CC2=C(C(C3=C(C=C2)C=CC=C3)CCCNCC)C1 (3-chloro-5-(3-ethylaminopropyl)-5H-dibenzo[a,d]cycloheptene). Reaction SMILES: [Cl:1][C:2]1[CH:3]=[CH:4][C:5]2[CH:11]=[CH:10][C:9]3[CH:12]=[CH:13][CH:14]=[CH:15][C:8]=3[CH:7]([CH2:16][CH2:17][CH2:18][NH:19][C:20](=O)[CH3:21])[C:6]=2[CH:23]=1.[H-].[Al+3].[Li+].[H-].[H-].[H-].[H-].[OH-].[Na+]>CCOCC.O>[Cl:1][C:2]1[CH:3]=[CH:4][C:5]2[CH:11]=[CH:10][C:9]3[CH:12]=[CH:13][CH:14]=[CH:15][C:8]=3[CH:7]([CH2:16][CH2:17][CH2:18][NH:19][CH2:20][CH3:21])[C:6]=2[CH:23]=1 |f:1.2.3.4.5.6,8.9|. Procedure details: 3-Chloro-5-(3-acetamidopropyl)-5H-dibenzo[a,d]cycloheptene is dissolved in absolute ether. The solution is added dropwise to a stirred solution of lithium aluminum hydride in ether, containing 1.25 molar equivalents of the hydride. The mixture is stirred for 2 hours at room temperature, then for 15 hours at reflux. The mixture then is cooled and stirred while water is added cautiously followed by sodium hydroxide solution. The ether layer is separated, washed with water and dried over sodium sul... The reactants are Cl (hydrochloric acid), BrC1=CC=C(C=C1)O (4-bromophenol), C(#C)C1=CC=C(CO)C=C1 (4-ethynylbenzyl alcohol), C(C)(=O)OCC (ethyl acetate). The reagents and catalysts are Cl[Pd]([P](C1=CC=CC=C1)(C2=CC=CC=C2)C3=CC=CC=C3)([P](C4=CC=CC=C4)(C5=CC=CC=C5)C6=CC=CC=C6)Cl (bis(triphenylphosphine)palladium(II) chloride), [Cu]I (copper(I) iodide). Run in C(C)(C)NC(C)C (diisopropylamine), C1CCOC1 (THF). Product: OCC1=CC=C(C=C1)C#CC1=CC=C(C=C1)O (4-(4-hydroxymethylphenylethynyl)phenol). Reaction SMILES: Br[C:2]1[CH:7]=[CH:6][C:5]([OH:8])=[CH:4][CH:3]=1.[C:9]([C:11]1[CH:18]=[CH:17][C:14]([CH2:15][OH:16])=[CH:13][CH:12]=1)#[CH:10].C(OCC)(=O)C.Cl>C1COCC1.C(NC(C)C)(C)C.Cl[Pd](Cl)([P](C1C=CC=CC=1)(C1C=CC=CC=1)C1C=CC=CC=1)[P](C1C=CC=CC=1)(C1C=CC=CC=1)C1C=CC=CC=1.[Cu]I>[OH:16][CH2:15][C:14]1[CH:17]=[CH:18][C:11]([C:9]#[C:10][C:2]2[CH:7]=[CH:6][C:5]([OH:8])=[CH:4][CH:3]=2)=[CH:12][CH:13]=1 |^1:40,59|. Reported procedure: 6.50 g (37.6 mmol) of 4-bromophenol and 5.00 g (37.8 mmol) of 4-ethynylbenzyl alcohol are initially introduced in 70 ml of THF and 10 ml of diisopropylamine, and, after addition of 1.50 g (2.14 mmol) of bis(triphenylphosphine)palladium(II) chloride and 0.40 g (2.10 mmol) of copper(I) iodide, the mixture is heated under reflux overnight. After addition of 100 ml of ethyl acetate, the mixture is acidified using 2 M hydrochloric acid, the aqueous phase is extracted three times with ethyl acetate, a...